Dataset: the Open Reaction Database (ORD), a public repository of structured organic reaction records. Task: describe an organic reaction: reactants, conditions, products, and yield Starting materials: [N+](=O)([O-])C1=C(C=O)C=CC=C1.CC(=O)CC(=O)O (2-Nitrobenzaldehyde diacetate), C(CC(=O)C)(=O)OC (methyl acetoacetate), [NH4+].[OH-] (NH4OH), CO (methanol). Run at temperature 15 celsius. Product: [N+](=O)([O-])C1=C(C=CC=C1)C1C(=C(NC(=C1C(=O)OC)C)C)C(=O)OC (4-(2'-nitrophenyl)-2,6 dimethyl-3,5-dicarbmethoxy-1,4-dihydropyridine). Reaction SMILES: [N+:1]([C:4]1[CH:11]=[CH:10][CH:9]=[CH:8][C:5]=1[CH:6]=O)([O-:3])=[O:2].[CH3:12][C:13]([CH2:15][C:16]([OH:18])=[O:17])=O.[C:19]([O:25][CH3:26])(=[O:24])[CH2:20][C:21]([CH3:23])=O.[NH4+:27].[OH-].[CH3:29]O>>[N+:1]([C:4]1[CH:11]=[CH:10][CH:9]=[CH:8][C:5]=1[CH:6]1[C:15]([C:16]([O:18][CH3:29])=[O:17])=[C:13]([CH3:12])[NH:27][C:21]([CH3:23])=[C:20]1[C:19]([O:25][CH3:26])=[O:24])([O-:3])=[O:2] |f:0.1,3.4|. Reported procedure: 2-Nitrobenzaldehyde-diacetate (0.1 mole, 25.4 g), methyl acetoacetate (0.21 mole, 26 g), NH4OH (12 ml) and methanol (45 ml) were heated under reflux for 5 hours. After cooling to 15° C. the precipitated product was filtered off. The crystallization of the crude product from acetic acid yielded 4-(2'-nitrophenyl)-2,6 dimethyl-3,5-dicarbmethoxy-1,4-dihydropyridine (19.0 g, 55% of the theory), m.p. 173°-174° C.